This data is from the Open Reaction Database (ORD), a public repository of structured organic reaction records. The task is: describe an organic reaction: reactants, conditions, products, and yield Reactants: N#CN1CCC(Oc2cc(F)ccc2Br)CC1, O=C([O-])[O-], CCO, Cl, NO, [Na+], [Na+], O. Product: NC(=NO)N1CCC(Oc2cc(F)ccc2Br)CC1. RXN SMILES: [Br:1][c:2]1[c:3]([O:4][CH:5]2[CH2:6][CH2:7][N:8]([C:11]#[N:12])[CH2:9][CH2:10]2)[cH:13][c:14]([F:17])[cH:15][cH:16]1.[C:21](=[O:22])([O-:23])[O-:24].[CH3:27][CH2:28][OH:29].[ClH:18].[NH2:19][OH:20].[Na+:25].[Na+:26].[OH2:30]>>[Br:1][c:2]1[c:3]([O:4][CH:5]2[CH2:6][CH2:7][N:8]([C:11]([NH2:12])=[N:19][OH:20])[CH2:9][CH2:10]2)[cH:13][c:14]([F:17])[cH:15][cH:16]1.